Dataset: the Open Reaction Database (ORD), a public repository of structured organic reaction records. Task: describe an organic reaction: reactants, conditions, products, and yield Reactants: C1C2(CCCC1)CC(=O)OC(C2)=O (2,2-cyclohexane diacetic anhydride), NC1=CC=NC=C1 (4-aminopyridine), C=1(C(=CC=CC1)C)C (xylene). Run in O (water). Yields the product N1=CC=C(C=C1)N1C(CC2(CC1=O)CCCCC2)=O (3-(4-pyridyl)-3-azaspiro[5,5]undecan-2,4-dione). As a reaction SMILES: [CH2:1]1[CH2:6][CH2:5][CH2:4][CH2:3][C:2]21[CH2:12][C:11](=[O:13])[O:10][C:8](=O)[CH2:7]2.[NH2:14][C:15]1[CH:20]=[CH:19][N:18]=[CH:17][CH:16]=1.C1(C)C(C)=CC=CC=1>O>[N:18]1[CH:19]=[CH:20][C:15]([N:14]2[C:8](=[O:10])[CH2:7][C:2]3([CH2:1][CH2:6][CH2:5][CH2:4][CH2:3]3)[CH2:12][C:11]2=[O:13])=[CH:16][CH:17]=1. Reported procedure: The starting material is prepared as follows: The mixture of 25 g of 2,2-cyclohexane diacetic anhydride, 12.92 g of 4-aminopyridine, and 400 ml of xylene is refluxed for 25 hours using a water separator. The hot, supernatant xylene solution is decanted from an oil precipitate (which is discarded), cooled, filtered and the residue recrystallized from ethanol, to yield the 3-(4-pyridyl)-3-azaspiro[5,5]undecan-2,4-dione melting at 213°-215°. The reactants are ClC1=C(C=CC(=C1)F)C(=O)N1CC=2N(CC3=C1C=CC=C3)C=CC2 ((2-chloro4-fluorophenyl)-(5H,11H-pyrrolo[2,1-c][1,4]benzodiazepin-10-yl)-methanone), CC=1C=NNC1 (4-methylpyrazole), [H-].[Na+] (sodium hydride), CCCCCC (hexane). Solvent: CN(C=O)C (dimethylformamide). Product: ClC1=C(C=CC(=C1)N1N=CC(=C1)C)C(=O)N1CC=2N(CC3=C1C=CC=C3)C=CC2 (2-Chloro-4-(4-methyl-pyrazol-1-yl)-phenyl-(5H 11H-pyrrolo[2,1-c][1,4]benzodiazepin-10-yl)-methanone). Isolated yield 62.6%. Reaction SMILES: [Cl:1][C:2]1[CH:7]=[C:6](F)[CH:5]=[CH:4][C:3]=1[C:9]([N:11]1[C:17]2[CH:18]=[CH:19][CH:20]=[CH:21][C:16]=2[CH2:15][N:14]2[CH:22]=[CH:23][CH:24]=[C:13]2[CH2:12]1)=[O:10].[H-].[Na+].CCCCCC.[CH3:33][C:34]1[CH:35]=[N:36][NH:37][CH:38]=1>CN(C)C=O>[Cl:1][C:2]1[CH:7]=[C:6]([N:36]2[CH:35]=[C:34]([CH3:33])[CH:38]=[N:37]2)[CH:5]=[CH:4][C:3]=1[C:9]([N:11]1[C:17]2[CH:18]=[CH:19][CH:20]=[CH:21][C:16]=2[CH2:15][N:14]2[CH:22]=[CH:23][CH:24]=[C:13]2[CH2:12]1)=[O:10] |f:1.2|. Procedure: In the manner of Example 9's Method 1, employing (2-chloro4-fluorophenyl)-(5H,11H-pyrrolo[2,1-c][1,4]benzodiazepin-10-yl)-methanone (1.0 g), 60% sodium hydride in oil (0.3 g, degreased with hexane), 4-methylpyrazole (0.48 g) and dimethylformamide (25 ml), the title compound (0.74 g) was obtained as an amorphous solid, MS, m/z: 403.2 (M+H)+, 425.2 (M+Na)+, 805.3 (2M+H)+. Starting materials: C(C)(=O)OCC1COC2=C(O1)C(=C(C=C2C=O)Cl)Cl (2-acetoxymethyl-7,8-dichloro-1,4-benzodioxane-5-carbaldehyde), [Cr](=O)(=O)(O)O (chromic acid). Run in CC(=O)C (acetone). Run at time 2.5 hour. Yields the product C(C)(=O)OCC1COC2=C(O1)C(=C(C=C2C(=O)O)Cl)Cl (2-acetoxymethyl-7,8-dichloro-1,4-benzodioxane-5-carboxylic acid). The yield is 93.0%. Reaction SMILES: [C:1]([O:4][CH2:5][CH:6]1[O:11][C:10]2[C:12]([Cl:19])=[C:13]([Cl:18])[CH:14]=[C:15]([CH:16]=[O:17])[C:9]=2[O:8][CH2:7]1)(=[O:3])[CH3:2].[Cr](O)(O)(=O)=[O:21]>CC(C)=O>[C:1]([O:4][CH2:5][CH:6]1[O:11][C:10]2[C:12]([Cl:19])=[C:13]([Cl:18])[CH:14]=[C:15]([C:16]([OH:21])=[O:17])[C:9]=2[O:8][CH2:7]1)(=[O:3])[CH3:2]. Procedure: To a solution of 1.03 g of 2-acetoxymethyl-7,8-dichloro-1,4-benzodioxane-5-carbaldehyde (Ia-a-39) in 70 ml of acetone is added 2 ml of 8N-chromic acid/sulfric acid. The mixture is stirred at room temperature for about 2.5 hours and then filtered after the confirmation by TLC that no starting material is remained. The filtrate is concentrated under reduced pressure to give a residue, which is extracted with dichloromethane. The organic layer is washed with water and evaporated to give 1.004 g (93... Reactants: C1CCOC1, OC(c1ccoc1)c1cc2ccncc2[nH]1. The product is O=C(c1ccoc1)c1cc2ccncc2[nH]1. As a reaction SMILES: [O:17]1[CH2:18][CH2:19][CH2:20][CH2:21]1.[o:1]1[cH:2][c:3]([CH:6]([OH:7])[c:8]2[cH:9][c:10]3[c:11]([cH:12][n:13][cH:14][cH:15]3)[nH:16]2)[cH:4][cH:5]1>>[o:1]1[cH:2][c:3]([C:6](=[O:7])[c:8]2[cH:9][c:10]3[c:11]([cH:12][n:13][cH:14][cH:15]3)[nH:16]2)[cH:4][cH:5]1.